This data is from the Open Reaction Database (ORD), a public repository of structured organic reaction records. The task is: describe an organic reaction: reactants, conditions, products, and yield Reactants: [OH-].[K+] (KOH), FC1=C(C(=O)C2=CC=CC=C2)C=CC=C1 (fluorobenzophenone), FC1=C(C=CC=C1)O (fluorophenol). The solvent is CS(=O)C (DMSO). Product: FC1=C(OC2=CC=C(C(=O)C3=CC=CC=C3)C=C2)C=CC=C1 (4-(2-fluoro-phenoxy)benzophenone). Isolated yield 87.0%. RXN SMILES: [OH-].[K+].F[C:4]1[CH:17]=[CH:16][CH:15]=[CH:14][C:5]=1[C:6]([C:8]1[CH:13]=[CH:12][CH:11]=[CH:10][CH:9]=1)=[O:7].[F:18][C:19]1[CH:24]=[CH:23][CH:22]=[CH:21][C:20]=1[OH:25]>CS(C)=O>[F:18][C:19]1[CH:24]=[CH:23][CH:22]=[CH:21][C:20]=1[O:25][C:16]1[CH:15]=[CH:14][C:5]([C:6]([C:8]2[CH:13]=[CH:12][CH:11]=[CH:10][CH:9]=2)=[O:7])=[CH:4][CH:17]=1 |f:0.1|. Procedure details: All the components (301 g of 46 percent aqueous KOH, 501 g of fluorobenzophenone, 800 mL of DMSO, and 269 g of fluorophenol), plus 5 mole percent BHT (25 g) were mixed together under a nitrogen atmosphere and distillation of water was carried out at a maximum temperature of 80° C. Reaction continued at 70° C. for a total of 12 hr. Purification by lights distillation gave an 87 percent yield of 4-(2-fluoro-phenoxy)benzophenone.